Dataset: the Open Reaction Database (ORD), a public repository of structured organic reaction records. Task: describe an organic reaction: reactants, conditions, products, and yield Reactants: ClC1=C(C(=CC=C1)F)C1=NOC(=C1C(=O)NN)C=1C=NN(C1C(F)(F)F)C1=C(C=CC=C1)F (3-(2-chloro-6-fluorophenyl)-5-(1-(2-fluorophenyl)-5-(trifluoromethyl)-1H-pyrazol-4-yl)isoxazole-4-carbohydrazide), C(C)(=O)Cl (acetyl chloride). Run in O1CCOCC1 (dioxane). Yields the product C(C)(=O)NNC(=O)C=1C(=NOC1C=1C=NN(C1C(F)(F)F)C1=C(C=CC=C1)F)C1=C(C=CC=C1F)Cl (N′-acetyl-3-(2-chloro-6-fluorophenyl)-5-(1-(2-fluorophenyl)-5-(trifluoromethyl)-1H-pyrazol-4-yl)isoxazole-4-carbohydrazide). Yield: 84.7%. Reaction SMILES: [Cl:1][C:2]1[CH:7]=[CH:6][CH:5]=[C:4]([F:8])[C:3]=1[C:9]1[C:13]([C:14]([NH:16][NH2:17])=[O:15])=[C:12]([C:18]2[CH:19]=[N:20][N:21]([C:27]3[CH:32]=[CH:31][CH:30]=[CH:29][C:28]=3[F:33])[C:22]=2[C:23]([F:26])([F:25])[F:24])[O:11][N:10]=1.[C:34](Cl)(=[O:36])[CH3:35]>O1CCOCC1>[C:34]([NH:17][NH:16][C:14]([C:13]1[C:9]([C:3]2[C:4]([F:8])=[CH:5][CH:6]=[CH:7][C:2]=2[Cl:1])=[N:10][O:11][C:12]=1[C:18]1[CH:19]=[N:20][N:21]([C:27]2[CH:32]=[CH:31][CH:30]=[CH:29][C:28]=2[F:33])[C:22]=1[C:23]([F:25])([F:26])[F:24])=[O:15])(=[O:36])[CH3:35]. Procedure: To a solution of 190 mg (0.393 mmol) 3-(2-chloro-6-fluorophenyl)-5-(1-(2-fluorophenyl)-5-(trifluoromethyl)-1H-pyrazol-4-yl)isoxazole-4-carbohydrazide (which was synthesized in analogy to the procedure described for example I-133) in 5.8 ml absolute dioxane, 148 mg (1.885 mmol) acetyl chloride were added. The conversion is complete within minutes. Volatiles were evaporated, residue was re-evaporated with ethanol. Residue was crystallized from EtOAc-heptane to give 175 mg (85%) of compound I-142 a... Reactants: CCOCC, C=Cc1csc(C2CCN(C(=O)OC(C)(C)C)CC2)n1, ClCCl, Cl, [Na+], [OH-]. The product is C=Cc1csc(C2CCNCC2)n1. As a reaction SMILES: [CH3:22][CH2:23][O:24][CH2:25][CH3:26].[CH:1](=[CH2:2])[c:3]1[n:4][c:5]([CH:8]2[CH2:9][CH2:10][N:11]([C:14]([O:15][C:16]([CH3:17])([CH3:18])[CH3:19])=[O:20])[CH2:12][CH2:13]2)[s:6][cH:7]1.[Cl:29][CH2:30][Cl:31].[ClH:21].[Na+:28].[OH-:27]>>[CH:1](=[CH2:2])[c:3]1[n:4][c:5]([CH:8]2[CH2:9][CH2:10][NH:11][CH2:12][CH2:13]2)[s:6][cH:7]1.